describe an organic reaction: reactants, conditions, products, and yield From a dataset of the Open Reaction Database (ORD), a public repository of structured organic reaction records. The reactants are O=C([O-])[O-], CC#N, CS(=O)(=O)c1cccc(C2CCNCC2)c1F, CI, [K+], [K+]. The product is CN1CCC(c2cccc(S(C)(=O)=O)c2F)CC1. Reaction SMILES: [C:18](=[O:19])([O-:20])[O-:21].[CH3:26][C:27]#[N:28].[F:1][c:2]1[c:3]([CH:12]2[CH2:13][CH2:14][NH:15][CH2:16][CH2:17]2)[cH:4][cH:5][cH:6][c:7]1[S:8](=[O:9])(=[O:10])[CH3:11].[I:24][CH3:25].[K+:22].[K+:23]>>[F:1][c:2]1[c:3]([CH:12]2[CH2:13][CH2:14][N:15]([CH3:18])[CH2:16][CH2:17]2)[cH:4][cH:5][cH:6][c:7]1[S:8](=[O:9])(=[O:10])[CH3:11]. Reactants: COS(=O)(=O)OC (Me2SO4), Cl (HCl), BrC=1C2=CC=CC=C2C=2C=CC=CC2C1 (9-Bromophenanthrene), [Li]CCCC (BuLi). The solvent is CCOCC (ether), CCOCC (ether). Conditions: temperature -78 celsius, time 2 hour. Product: CC=1C2=CC=CC=C2C=2C=CC=CC2C1 (9-methylphenanthrene). RXN SMILES: Br[C:2]1[C:3]2[C:8]([C:9]3[CH:10]=[CH:11][CH:12]=[CH:13][C:14]=3[CH:15]=1)=[CH:7][CH:6]=[CH:5][CH:4]=2.[Li][CH2:17]CCC.COS(OC)(=O)=O.Cl>CCOCC>[CH3:17][C:2]1[C:3]2[C:8]([C:9]3[CH:10]=[CH:11][CH:12]=[CH:13][C:14]=3[CH:15]=1)=[CH:7][CH:6]=[CH:5][CH:4]=2. Reported procedure: 9-Bromophenanthrene (27 g, 102 mmol) was dissolved in 400 mL of dry ether and cooled to −78° C. 170 mL of BuLi (1.6 M in hexane) was slowly added into this solution in 45 minutes. The reaction mixture was warmed to room temperature. The mixture was then stirred at room temperature for 2 h before it was cooled to −78° C. again and Me2SO4 (17.6 g, 133 mmol) in ether was slowly added. The mixture was stirred at room temperature for 10 h. The mixture was poured into 15% HCl aqueous solution and extr... Starting materials: [H-].[Na+] (sodium hydride), C(C1=CC=CC=C1)CC(C)=O (benzylacetone), OC1N(C(C2=CC=CC=C12)=O)C1=NC2=NC(=CC=C2C=C1)OC (3-hydroxy-2-(7-methoxy-1,8-naphthyridin-2-yl)-1-isoindolinone). The solvent is CN(C=O)C (dimethylformamide), CN(C=O)C (dimethylformamide). Reaction conditions: temperature 0 celsius, time 30 minute. Product: COC1=CC=C2C=CC(=NC2=N1)N1C(C2=CC=CC=C2C1CC(CCC1=CC=CC=C1)=O)=O (2-(7-methoxy-1,8-naphthyridin-2-yl)-3-(2-oxo-4-phenylbutyl)-1-isoindolinone). Isolated yield 15.9%. As a reaction SMILES: [H-].[Na+].O[CH:4]1[C:12]2[C:7](=[CH:8][CH:9]=[CH:10][CH:11]=2)[C:6](=[O:13])[N:5]1[C:14]1[CH:23]=[CH:22][C:21]2[C:16](=[N:17][C:18]([O:24][CH3:25])=[CH:19][CH:20]=2)[N:15]=1.[CH2:26]([CH2:33][C:34](=[O:36])[CH3:35])[C:27]1[CH:32]=[CH:31][CH:30]=[CH:29][CH:28]=1>CN(C)C=O>[CH3:25][O:24][C:18]1[N:17]=[C:16]2[C:21]([CH:22]=[CH:23][C:14]([N:5]3[CH:4]([CH2:35][C:34](=[O:36])[CH2:33][CH2:26][C:27]4[CH:32]=[CH:31][CH:30]=[CH:29][CH:28]=4)[C:12]4[C:7](=[CH:8][CH:9]=[CH:10][CH:11]=4)[C:6]3=[O:13])=[N:15]2)=[CH:20][CH:19]=1 |f:0.1|. Reported procedure: An oily suspension (50% by weight; 4.7 g) of sodium hydride is added at a temperature in the region of 0° C. to a solution, maintained under a nitrogen atmosphere, of 3-hydroxy-2-(7-methoxy-1,8-naphthyridin-2-yl)-1-isoindolinone (15 g) in anhydrous dimethylformamide (280 cc), and the suspension obtained is stirred for 30 minutes at a temperature in the region of 0° C. A solution of benzylacetone (14.4 g) in anhydrous dimethylformamide (20 cc) is added and stirring is continued for 21 hours at a ... Starting materials: COC(=O)CBr, CCOC(C)=O, O=Cc1c(Cl)cc(O)cc1Cl, [K+], [K+], O=C([O-])[O-], CN(C)C=O, O. Product: COC(=O)COc1cc(Cl)c(C=O)c(Cl)c1. Reaction SMILES: [CH3:12][O:13][C:14]([CH2:15][Br:16])=[O:17].[CH3:30][CH2:31][O:32][C:33]([CH3:34])=[O:35].[Cl:1][c:2]1[c:3]([CH:4]=[O:5])[c:6]([Cl:11])[cH:7][c:8]([OH:10])[cH:9]1.[K+:18].[K+:19].[O-:20][C:21]([O-:22])=[O:23].[O:25]=[CH:26][N:27]([CH3:28])[CH3:29].[OH2:24]>>[Cl:1][c:2]1[c:3]([CH:4]=[O:5])[c:6]([Cl:11])[cH:7][c:8]([O:10][CH2:15][C:14]([O:13][CH3:12])=[O:17])[cH:9]1. The reactants are Cl (HCl), CC(/C(/C(=O)OCC)=N/OCC1=CC=C(C=C1)OCC=1N=C(OC1C)C1=CC=CC=C1)C (Ethyl Z-3-methyl-2-[4-(5-methyl-2-phenyl-4-oxazolylmethoxy)benzyloxyimino]butyrate). Run in O1CCCC1 (tetrahydrofuran), CO (methanol), aqueous solution, [OH-].[Na+] (sodium hydroxide). Reaction conditions: time 3 hour. Product: CC(/C(/C(=O)O)=N/OCC1=CC=C(C=C1)OCC=1N=C(OC1C)C1=CC=CC=C1)C (Z-3-methyl-2-[4-(5-methyl-2-phenyl-4-oxazolylmethoxy)benzyloxyimino]butyric acid). The yield is 96.4%. RXN SMILES: [CH3:1][CH:2]([CH3:32])/[C:3](=[N:9]/[O:10][CH2:11][C:12]1[CH:17]=[CH:16][C:15]([O:18][CH2:19][C:20]2[N:21]=[C:22]([C:26]3[CH:31]=[CH:30][CH:29]=[CH:28][CH:27]=3)[O:23][C:24]=2[CH3:25])=[CH:14][CH:13]=1)/[C:4]([O:6]CC)=[O:5].Cl>O1CCCC1.CO.[OH-].[Na+]>[CH3:1][CH:2]([CH3:32])/[C:3](=[N:9]/[O:10][CH2:11][C:12]1[CH:13]=[CH:14][C:15]([O:18][CH2:19][C:20]2[N:21]=[C:22]([C:26]3[CH:27]=[CH:28][CH:29]=[CH:30][CH:31]=3)[O:23][C:24]=2[CH3:25])=[CH:16][CH:17]=1)/[C:4]([OH:6])=[O:5] |f:4.5|. Procedure: Ethyl Z-3-methyl-2-[4-(5-methyl-2-phenyl-4-oxazolylmethoxy)benzyloxyimino]butyrate (580 mg) was dissolved in tetrahydrofuran (6 ml)-methanol (3 ml), and 1N aqueous solution of sodium hydroxide (3 ml) was added and the mixture was stirred for 3 hours at room temperature. 1N HCl (3.3 ml) was added to the reaction mixture, and the mixture was extracted with ethyl acetate. The ethyl acetate layer was washed with saturated aqueous sodium chloride, dried (MgSO4) and then concentrated. The residual cry... Product: ethyl acetate hexanes, CC(C)(C)[S@](=O)N[C@H](CO[Si](C(C)(C)C)(C)C)C(CCO[Si](C(C)(C)C)(C)C)=C ((S)-2-methyl-N—((S)-2,2,3,3,11,11,12,12-octamethyl-7-methylene-4,10-dioxa-3,11-disilatridecan-6-yl)propane-2-sulfinamide). Isolated yield 73.3%. Starting materials: BrC(CCO[Si](C)(C)C(C)(C)C)=C (((3-bromobut-3-en-1-yl)oxy)(tert-butyl)dimethylsilane), BrC(CCO[Si](C)(C)C(C)(C)C)=C (((3-bromobut-3-en-1-yl)oxy)(tert-butyl)dimethylsilane), C(C)(C)(C)[Li] (tert-butyllithium), [Si](C)(C)(C(C)(C)C)OC\C=N\[S@@](=O)C(C)(C)C ((S,E)-N-(2-((tert-butyldimethylsilyl)oxy)ethylidene)-2-methylpropane-2-sulfinamide), [Si](C)(C)(C(C)(C)C)OC\C=N\[S@@](=O)C(C)(C)C ((S,E)-N-(2-((tert-butyldimethylsilyl)oxy)ethylidene)-2-methylpropane-2-sulfinamide). Reported procedure: To a solution of ((3-bromobut-3-en-1-yl)oxy)(tert-butyl)dimethylsilane (Intermediate 273, 24.66 g, 92.97 mmol) in THF (200 mL) at −78° C. was added tert-butyllithium (1.7M in pentane) (120 mL, 204.54 mmol) dropwise via cannula. The reaction mixture was stirred for 45 minutes at −78° C. The (S,E)-N-(2-((tert-butyldimethylsilyl)oxy)ethylidene)-2-methylpropane-2-sulfinamide (Intermediate 274, 17.2 g, 61.98 mmol) in THF (50 mL) was added dropwise. The reaction mixture was stirred for ˜1.5 hours at −... The solvent is C1CCOC1 (THF), C1CCOC1 (THF). Reaction conditions: temperature -78 celsius, time 45 minute. Reaction SMILES: Br[C:2](=[CH2:13])[CH2:3][CH2:4][O:5][Si:6]([C:9]([CH3:12])([CH3:11])[CH3:10])([CH3:8])[CH3:7].C([Li])(C)(C)C.[Si:19]([O:26][CH2:27]/[CH:28]=[N:29]/[S@:30]([C:32]([CH3:35])([CH3:34])[CH3:33])=[O:31])([C:22]([CH3:25])([CH3:24])[CH3:23])([CH3:21])[CH3:20]>C1COCC1>[CH3:33][C:32]([S@@:30]([NH:29][C@@H:28]([C:2](=[CH2:13])[CH2:3][CH2:4][O:5][Si:6]([CH3:8])([CH3:7])[C:9]([CH3:10])([CH3:11])[CH3:12])[CH2:27][O:26][Si:19]([CH3:21])([CH3:20])[C:22]([CH3:25])([CH3:24])[CH3:23])=[O:31])([CH3:35])[CH3:34].